describe an organic reaction: reactants, conditions, products, and yield From a dataset of the Open Reaction Database (ORD), a public repository of structured organic reaction records. The reactants are C(C)O (ethanol), solution, B(Br)(Br)Br (boron tribromide), COC1=C(C=C(C=C1)F)OC (1,2-dimethoxy-4-fluorobenzene). Solvent: C(Cl)Cl (methylene chloride), C(Cl)Cl (methylene chloride). Conditions: time 16 hour. Product: OC1=C(C=C(C=C1)F)O (1,2-dihydroxy-4-fluorobenzene). Isolated yield 104.1%. RXN SMILES: B(Br)(Br)Br.C[O:6][C:7]1[CH:12]=[CH:11][C:10]([F:13])=[CH:9][C:8]=1[O:14]C.C(O)C>C(Cl)Cl>[OH:6][C:7]1[CH:12]=[CH:11][C:10]([F:13])=[CH:9][C:8]=1[OH:14]. Procedure: A 1 M solution of boron tribromide in methylene chloride (500 mL, 0.50 mole) was cooled to -78 ° C. To this solution was added in a dropwise manner a solution of 46 g (0.30 mole) of 1,2-dimethoxy-4-fluorobenzene in 100 mL of methylene chloride. Upon completion of addition, the mixture was allowed to warm to ambient temperature at which it stirred for about 16 hours. At the conclusion of this period the reaction mixture was cooled to 0° C., and ethanol was added to the reaction mixture. The solve... Starting materials: ClC1=C(C(=CC=C1)Cl)CCO (2,6-dichlorophenylethylalcohol), C(C)(=O)OI1(OC(C2=CC=CC=C12)=O)(OC(C)=O)OC(C)=O (acetic acid 1,1-diacetoxy-3-oxo-1λ5-ioda-2-oxa-indan-1-yl ester), [O-]S(=O)(=S)[O-].[Na+].[Na+] (Na2S2O3), C(=O)(O)[O-].[Na+] (NaHCO3). The solvent is C(Cl)Cl (CH2Cl2). Product: ClC1=C(C(=CC=C1)Cl)CC=O ((2,6-dichloro-phenyl)-acetaldehyde). The yield is 70.5%. As a reaction SMILES: [Cl:1][C:2]1[CH:7]=[CH:6][CH:5]=[C:4]([Cl:8])[C:3]=1[CH2:9][CH2:10][OH:11].C(OI1(OC(=O)C)(OC(=O)C)C2C(=CC=CC=2)C(=O)O1)(=O)C.C([O-])(O)=O.[Na+].[O-]S([O-])(=S)=O.[Na+].[Na+]>C(Cl)Cl>[Cl:1][C:2]1[CH:7]=[CH:6][CH:5]=[C:4]([Cl:8])[C:3]=1[CH2:9][CH:10]=[O:11] |f:2.3,4.5.6|. Procedure: To a solution of 2,6-dichlorophenylethylalcohol (2.0 g, 10.5 mmol) and CH2Cl2 (50 mL) was added acetic acid 1,1-diacetoxy-3-oxo-1λ5-ioda-2-oxa-indan-1-yl ester (Dess-Martin periodinane; 4.9 g, 11.5 mmol) at rt. After 30 min. the mixture was diluted with satd. aq. NaHCO3 (10 mL) and satd. aq. Na2S2O3 (10 mL) and was stirred at rt for 1 h. The mixture was extracted with CH2Cl2 (3×15 mL) and the combined organic layers were dried (MgSO4), concentrated, and purified by FCC to afford a colorless soli... The reactants are BrCCC1=C2C(C(=O)NC2=O)=CC=C1 (bromoethylphthalimide), CNCC#C (N-methyl-N-propargyl amine), C([O-])([O-])=O.[K+].[K+] (potassium carbonate), C1(=CC=CC=C1)C (toluene). The product is CN(CCN1C(C2=CC=CC=C2C1=O)=O)CC#C (2-[2-(Methyl-prop-2-ynyl-amino)-ethyl]-isoindole-1,3-dione). RXN SMILES: BrCC[C:4]1[CH:14]=[CH:13][CH:12]=[C:6]2[C:7]([NH:9][C:10](=[O:11])[C:5]=12)=[O:8].[CH3:15][NH:16][CH2:17][C:18]#[CH:19].C(=O)([O-])[O-].[K+].[K+].[C:26]1(C)C=CC=C[CH:27]=1>>[CH3:15][N:16]([CH2:17][C:18]#[CH:19])[CH2:26][CH2:27][N:9]1[C:10](=[O:11])[C:5]2[C:6](=[CH:12][CH:13]=[CH:14][CH:4]=2)[C:7]1=[O:8] |f:2.3.4|. Procedure details: A mixture of bromoethylphthalimide (20.23 g, 0.080 mol), N-methyl-N-propargyl amine (5.0 g, 0.072 mol), potassium carbonate (17.5 g, 0.126 mol), and toluene (80 ml) was refluxed for 8 hours, filtered and the insoluble material washed with toluene. After removal of the solvent, the residue was purified by flash chromatography (Merck 60 silica gel, step gradient from pure dichloromethane to 4% methanol in dichloromethane). The pure fractions were combined, evaporated under reduced pressure, dried ... Reactants: FC(S(=O)(=O)OC=1N=C2C=CC(=CC2=C2C=C(C[C@@H](C12)C)OC)OC)(F)F ((S)-7,8-dihydro-2,9-dimethoxy-7-methyl-6-phenanthridinol trifluoromethanesulfonate), C1=CC(=CC(=C1)Cl)C(=O)OO (m-CPBA), CO (methanol). Reaction conditions: temperature 23 celsius. Yields the product FC(S(=O)(=O)OC=1N=C2C=CC(=CC2=C2[C@H](C(C[C@@H](C12)C)(OC)OC)O)OC)(F)F ((7S,10R)-7,8,9,10-tetrahydro-2,9,9-trimethoxy-7-methyl-6,10-phenanthridinediol 6-(trifluoro-methanesulfonate)). Isolated yield 63.0%. As a reaction SMILES: [F:1][C:2]([F:27])([F:26])[S:3]([O:6][C:7]1[N:8]=[C:9]2[C:14](=[C:15]3[C:20]=1[C@@H:19]([CH3:21])[CH2:18][C:17]([O:22][CH3:23])=[CH:16]3)[CH:13]=[C:12]([O:24][CH3:25])[CH:11]=[CH:10]2)(=[O:5])=[O:4].C1C=C(Cl)C=C([C:35](OO)=[O:36])C=1.C[OH:40]>>[F:27][C:2]([F:1])([F:26])[S:3]([O:6][C:7]1[N:8]=[C:9]2[C:14](=[C:15]3[C:20]=1[C@@H:19]([CH3:21])[CH2:18][C:17]([O:36][CH3:35])([O:22][CH3:23])[C@@H:16]3[OH:40])[CH:13]=[C:12]([O:24][CH3:25])[CH:11]=[CH:10]2)(=[O:5])=[O:4]. Procedure details: A solution of (S)-7,8-dihydro-2,9-dimethoxy-7-methyl-6-phenanthridinol trifluoromethanesulfonate (ester) (12, 3.00 g, 7.40 mmol, 1 equiv) and m-CPBA (5.10 g, 14.9 mmol, 2.00 equiv) in methanol (120 mL) was heated at reflux for 1 h. After cooling to 23° C., the reaction solution was partitioned between 1:1 saturated aqueous sodium bicarbonate solution:saturated aqueous sodium thiosulfate solution (200 mL) and dichloromethane (200 mL). The aqueous layer was separated and extracted further with dic... The reactants are ClC1=CC=C(C(=O)C2=C(C(=C(N2C)CC(=O)OCC)C(=O)OCC)CC)C=C1 (ethyl 5-(p-chlorobenzoyl)-3-ethoxycarbonyl-4-ethyl-1-methylpyrrole-2-acetate), [OH-].[Na+] (sodium hydroxide), Cl (hydrochloric acid). The solvent is O (water). The product is C(=O)(O)C1=C(N(C(=C1CC)C(C1=CC=C(C=C1)Cl)=O)C)CC(=O)O (3-carboxy-5-(p-chlorobenzoyl)-4-ethyl-1-methylpyrrole-2-acetic acid). As a reaction SMILES: [Cl:1][C:2]1[CH:28]=[CH:27][C:5]([C:6]([C:8]2[N:12]([CH3:13])[C:11]([CH2:14][C:15]([O:17]CC)=[O:16])=[C:10]([C:20]([O:22]CC)=[O:21])[C:9]=2[CH2:25][CH3:26])=[O:7])=[CH:4][CH:3]=1.[OH-].[Na+].Cl>O>[C:20]([C:10]1[C:9]([CH2:25][CH3:26])=[C:8]([C:6](=[O:7])[C:5]2[CH:27]=[CH:28][C:2]([Cl:1])=[CH:3][CH:4]=2)[N:12]([CH3:13])[C:11]=1[CH2:14][C:15]([OH:17])=[O:16])([OH:22])=[O:21] |f:1.2|. Reported procedure: A suspension of 18.2 g. (0.044 mole) of ethyl 5-(p-chlorobenzoyl)-3-ethoxycarbonyl-4-ethyl-1-methylpyrrole-2-acetate in 170 ml. of 25% aqueous sodium hydroxide solution is heated under reflux for 3 hrs. It is cooled, diluted with water and acidified with dilute hydrochloric acid. The precipitated solid is collected by filtration and air dried. It is recrystallized from acetone-water to give 3-carboxy-5-(p-chlorobenzoyl)-4-ethyl-1-methylpyrrole-2-acetic acid, m.p. 211°-212.5° C.